This data is from the Open Reaction Database (ORD), a public repository of structured organic reaction records. The task is: describe an organic reaction: reactants, conditions, products, and yield Starting materials: CCCC[N+](CCCC)(CCCC)CCCC, COc1ccc([I+]c2ccc(OC)cc2)cc1, [F-], O=C([O-])C(F)(F)F, C1CCOC1. The product is COc1ccc([I+]c2ccc(OC)cc2)cc1, [F-]. Reaction SMILES: [CH2:26]([N+:27]([CH2:28][CH2:29][CH2:30][CH3:31])([CH2:32][CH2:33][CH2:34][CH3:35])[CH2:36][CH2:37][CH2:38][CH3:39])[CH2:40][CH2:41][CH3:42].[CH3:8][O:9][c:10]1[cH:11][cH:12][c:13]([I+:16][c:17]2[cH:18][cH:19][c:20]([O:23][CH3:24])[cH:21][cH:22]2)[cH:14][cH:15]1.[F-:25].[F:1][C:2]([F:3])([F:4])[C:5]([O-:6])=[O:7].[O:43]1[CH2:44][CH2:45][CH2:46][CH2:47]1>>[CH3:8][O:9][c:10]1[cH:11][cH:12][c:13]([I+:16][c:17]2[cH:18][cH:19][c:20]([O:23][CH3:24])[cH:21][cH:22]2)[cH:14][cH:15]1.[F-:1]. Starting materials: BrCc1ccccc1, CCOC(=O)C(C)O, [H-], [Na+], C1CCOC1. Product: CCOC(=O)C(C)C(=O)c1ccccc1. Reaction SMILES: [Br:11][CH2:12][c:13]1[cH:14][cH:15][cH:16][cH:17][cH:18]1.[C:3]([CH:4]([OH:5])[CH3:6])(=[O:7])[O:8][CH2:9][CH3:10].[H-:1].[Na+:2].[O:19]1[CH2:20][CH2:21][CH2:22][CH2:23]1>>[C:3]([CH:4]([CH3:6])[C:12]([c:13]1[cH:14][cH:15][cH:16][cH:17][cH:18]1)=[O:19])(=[O:7])[O:8][CH2:9][CH3:10].